From a dataset of the Open Reaction Database (ORD), a public repository of structured organic reaction records. describe an organic reaction: reactants, conditions, products, and yield The reactants are C(C)(C)(C)OC(=O)N1CC(C1)C(N(C)OC)=O (3-(methoxy-methyl-carbamoyl)-azetidine-1-carboxylic acid tert-butyl ester), C[Mg]Br (methymagnesium bromide). Run in C1CCOC1 (THF). Run at temperature -78 celsius, time 1 hour. Yields the product C(C)(C)(C)OC(=O)N1CC(C1)C(C)=O (3-acetyl-azetidine-1-carboxylic acid tert-butyl ester). Yield: 65.4%. RXN SMILES: [C:1]([O:5][C:6]([N:8]1[CH2:11][CH:10]([C:12](=[O:17])N(OC)C)[CH2:9]1)=[O:7])([CH3:4])([CH3:3])[CH3:2].[CH3:18][Mg]Br>C1COCC1>[C:1]([O:5][C:6]([N:8]1[CH2:9][CH:10]([C:12](=[O:17])[CH3:18])[CH2:11]1)=[O:7])([CH3:2])([CH3:3])[CH3:4]. Reported procedure: To a solution of 3-(methoxy-methyl-carbamoyl)-azetidine-1-carboxylic acid tert-butyl ester (6.0 g, 24.56 mmol) in THF (15 mL) at −78° C. was added a solution of methymagnesium bromide (3M in toluene, 12.3 mL, 36.9 mmol). The reaction mixture was stirred at −78° C. for 1 h. The reaction mixture was warmed to ambient temperature gradually and stirred for 1 h. The reaction was quenched by the addition of aqueous KHSO4 solution (20 mL). The aqueous layer was extracted with EtOAc (3×20 mL). The combi... Starting materials: CCO, Fc1ccccc1-c1nc(-n2ccc3cnccc32)c2ccccc2n1, [Na+], [OH-], O. Product: O=c1[nH]c(-c2ccccc2F)nc2ccccc12. As a reaction SMILES: [CH3:29][CH2:30][OH:31].[F:1][c:2]1[c:3](-[c:8]2[n:9][c:10]3[cH:11][cH:12][cH:13][cH:14][c:15]3[c:16](-[n:18]3[c:19]4[cH:20][cH:21][n:22][cH:23][c:24]4[cH:25][cH:26]3)[n:17]2)[cH:4][cH:5][cH:6][cH:7]1.[Na+:28].[OH-:27].[OH2:32]>>[F:1][c:2]1[c:3](-[c:8]2[n:9][c:10]3[cH:11][cH:12][cH:13][cH:14][c:15]3[c:16](=[O:27])[nH:17]2)[cH:4][cH:5][cH:6][cH:7]1. The reactants are COC(=O)C=1N=C(SC1)NC([C@H](CC1=CC=CC=C1)NC([C@@H](C1=CC=C(C=C1)OC[C@@H]1OC(OC1)(C)C)NC(=O)OC(C)(C)C)=O)=O (2-((S)-2-{(R)-2-tert-butoxycarbonylamino-2-[4-((S)-2,2-dimethyl-[1,3]dioxolan4-ylmethoxy)-phenyl]-acetylamino}-3-phenyl-propionylamino)-thiazole-4-carboxylic acid methyl ester), FC(C(=O)O)(F)F (trifluoroacetic acid). The solvent is ClCCl (dichloromethane). Reaction conditions: time 4 hour. The product is COC(=O)C=1N=C(SC1)NC([C@H](CC1=CC=CC=C1)NC([C@@H](C1=CC=C(C=C1)OC[C@@H](CO)O)N)=O)=O (2-((S)-2-{(R)-2-amino-2-[4-((R)-2,3-dihydroxy-propoxy)-phenyl]-acetylamino}-3-phenyl-propionylamino)-thiazole-4-carboxylic acid methyl ester). Yield: 90.8%. As a reaction SMILES: [CH3:1][O:2][C:3]([C:5]1[N:6]=[C:7]([NH:10][C:11](=[O:47])[C@@H:12]([NH:20][C:21](=[O:46])[C@H:22]([NH:38]C(OC(C)(C)C)=O)[C:23]2[CH:28]=[CH:27][C:26]([O:29][CH2:30][C@H:31]3[CH2:35][O:34]C(C)(C)[O:32]3)=[CH:25][CH:24]=2)[CH2:13][C:14]2[CH:19]=[CH:18][CH:17]=[CH:16][CH:15]=2)[S:8][CH:9]=1)=[O:4].FC(F)(F)C(O)=O>ClCCl>[CH3:1][O:2][C:3]([C:5]1[N:6]=[C:7]([NH:10][C:11](=[O:47])[C@@H:12]([NH:20][C:21](=[O:46])[C@H:22]([NH2:38])[C:23]2[CH:24]=[CH:25][C:26]([O:29][CH2:30][C@H:31]([OH:32])[CH2:35][OH:34])=[CH:27][CH:28]=2)[CH2:13][C:14]2[CH:15]=[CH:16][CH:17]=[CH:18][CH:19]=2)[S:8][CH:9]=1)=[O:4]. Reported procedure: To a solution of 2-((S)-2-{(R)-2-tert-butoxycarbonylamino-2-[4-((S)-2,2-dimethyl-[1,3]dioxolan4-ylmethoxy)-phenyl]-acetylamino}-3-phenyl-propionylamino)-thiazole-4-carboxylic acid methyl ester (170 mg, 0.25 mmol) in dichloromethane (2.0 mL) was added trifluoroacetic acid (0.5 mL, 6.5 mmol) at 0° C. The reaction was warmed to room temperature and stirred for 4 hours. The solvent was removed under vacuum and the residue was partitioned between ethyl acetate and saturated aqueous sodium bicarbonate... Reactants: CCOCC, CN1CCCc2ccccc21, O=S(=O)(O)O. The product is CN1CCCc2cc(S(=O)(=O)O)ccc21. RXN SMILES: [CH2:17]([O:18][CH2:19][CH3:20])[CH3:21].[CH3:6][N:7]1[CH2:8][CH2:9][CH2:10][c:11]2[cH:12][cH:13][cH:14][cH:15][c:16]21.[S:1]([OH:2])([OH:3])(=[O:4])=[O:5]>>[S:1](=[O:2])([OH:3])(=[O:5])[c:13]1[cH:12][c:11]2[c:16]([cH:15][cH:14]1)[N:7]([CH3:6])[CH2:8][CH2:9][CH2:10]2. The reactants are O1C(=CC=C1)C(N)=NO (2-furanamidoxime), [N+](=O)([O-])C1=CC=C(C(=O)Cl)C=C1 (p-nitrobenzoyl chloride), C (Darco). The solvent is O1CCOCC1 (dioxane), B(F)(F)F.C(C)OCC (BF3 ethyl ether). The product is O1C(=CC=C1)C1=NOC(=N1)C1=CC=C(C=C1)[N+](=O)[O-] (3-(2-Furyl)-5-(4-nitrophenyl)-1,2,4-oxadiazole). The yield is 74.6%. Reaction SMILES: [O:1]1[CH:5]=[CH:4][CH:3]=[C:2]1[C:6](=[N:8][OH:9])[NH2:7].[N+:10]([C:13]1[CH:21]=[CH:20][C:16]([C:17](Cl)=O)=[CH:15][CH:14]=1)([O-:12])=[O:11].C>O1CCOCC1.B(F)(F)F.C(OCC)C>[O:1]1[CH:5]=[CH:4][CH:3]=[C:2]1[C:6]1[N:7]=[C:17]([C:16]2[CH:20]=[CH:21][C:13]([N+:10]([O-:12])=[O:11])=[CH:14][CH:15]=2)[O:9][N:8]=1 |f:4.5|. Procedure: To a solution of 2-furanamidoxime (12.6 g, 0.1 mole) and p-nitrobenzoyl chloride (18.1 g, 0.1 mole) in 500 ml of dry dioxane, 1 ml of BF3 -ethyl ether is added and the mixture is heated to reflux for 16 hours. Evaporation of the solvent in vacuo gives a light brown solid. It is decolorized with Darco (CHCl3) and crystallized from ethanol-acetonitrile to give 19.2 g (75%) of product, m.p. 168°-170°. Reactants: Cl.C(C)(C)OC([C@H](N)CO)=O (D-serine isopropyl ester hydrochloride), N([C@@H](CC(OCC1=CC=CC=C1)=O)C(=O)O)C(=O)OCC1=CC=CC=C1 (Z-Asp(OBzl)), Example 11 ( A ). Yields the product C(C)(C)OC([C@H](NC([C@@H](N)CC(O)=O)=O)CO)=O (α-L-Aspartyl-D-serine isopropyl ester). As a reaction SMILES: Cl.[CH:2]([O:5][C:6](=[O:11])[C@@H:7]([CH2:9][OH:10])[NH2:8])([CH3:4])[CH3:3].[NH:12](C(OCC1C=CC=CC=1)=O)[C@H:13]([C:25](O)=[O:26])[CH2:14][C:15](=[O:24])[O:16]CC1C=CC=CC=1>>[CH:2]([O:5][C:6](=[O:11])[C@@H:7]([CH2:9][OH:10])[NH:8][C:25](=[O:26])[C@H:13]([CH2:14][C:15](=[O:16])[OH:24])[NH2:12])([CH3:4])[CH3:3] |f:0.1|. Procedure: This compound was prepared from 1.8 g D-serine isopropyl ester hydrochloride and 3.6 g Z-Asp(OBzl) in a manner similar to Example 11 (A). Yield: 1.7 g. Starting materials: C(C1=CC=CC=C1)(=O)O[C@H]1[C@@H](O[C@@H]([C@H]1OC(C1=CC=CC=C1)=O)C=C)N1C=NC=2C(NOC)=NC(=NC12)Cl (2',3'-Di-O-benzoyl-2-chloro-5'-deoxy-N-methoxy-5'-methyleneadenosine), ClC1=NC(=C2N=CN(C2=N1)[C@H]1[C@H](OC(C2=CC=CC=C2)=O)[C@H](OC(C2=CC=CC=C2)=O)[C@H](O1)C(O)=C)Cl (2,6-dichloro-9-(2',3'-di-O-benzoyl-5'-methylene-β-D-ribofuranosyl)-9H-purine), Cl (hydrochloride). Solvent: N (ammonia). Conditions: time 18 hour. Product: ClC=1N=C(C=2N=CN([C@H]3[C@H](O)[C@H](O)[C@@H](C=C)O3)C2N1)NOC (2-chloro-5'-deoxy-N-methoxy-5'-methyleneadenosine). The yield is 22.9%. Reaction SMILES: C([O:9][C@@H:10]1[C@H:14]([O:15]C(=O)C2C=CC=CC=2)[C@@H:13]([CH:24]=[CH2:25])[O:12][C@H:11]1[N:26]1[C:37]2[N:36]=[C:35]([Cl:38])[N:34]=[C:30]([NH:31][O:32][CH3:33])[C:29]=2[N:28]=[CH:27]1)(=O)C1C=CC=CC=1.ClC1N=C2C(N=CN2[C@@H]2O[C@H](C(=C)O)[C@@H](OC(=O)C3C=CC=CC=3)[C@H]2OC(=O)C2C=CC=CC=2)=C(Cl)N=1.Cl>N>[Cl:38][C:35]1[N:34]=[C:30]([NH:31][O:32][CH3:33])[C:29]2[N:28]=[CH:27][N:26]([C:37]=2[N:36]=1)[C@@H:11]1[O:12][C@H:13]([CH:24]=[CH2:25])[C@@H:14]([OH:15])[C@H:10]1[OH:9]. Reported procedure: 2',3'-Di-O-benzoyl-2-chloro-5'-deoxy-N-methoxy-5'-methyleneadenosine (0.2 g, 0.4 mmol), prepared by the method described in Example 25 from 2,6-dichloro-9-(2',3'-di-O-benzoyl-5'-methylene-β-D-ribofuranosyl)-9H-purine (0.5 g, 2.0 mmol) and O-methylhydroxlamine hydrochloride (0.167 g, 2.0 mmol), was treated with methanolic ammonia (10 ml) and stirred at ambient temperature for 18 h. The reaction mixture was evaporated and purified by flash chromatography eluting with a mixture of dichloromethane a...